From a dataset of the Open Reaction Database (ORD), a public repository of structured organic reaction records. describe an organic reaction: reactants, conditions, products, and yield Starting materials: C([O-])([O-])=O.[K+].[K+] (potassium carbonate), C(C(=O)O)(=O)O.ClC1=CC=C(CSC(CN2C=NC=C2)CSCCCCCC)C=C1 (1-[2'-(4"-chlorobenzylthio)-3'-(n-hexylthio)propyl]imidazole oxalate). The solvent is ClCCl (dichloromethane). Product: ClC1=CC=C(CSC(CN2C=NC=C2)CSCCCCCC)C=C1 (1-[2'-(4"-chlorobenzylthio)-3'-(n-hexylthio)propyl]imidazole). Reaction SMILES: C(O)(=O)C(O)=O.[Cl:7][C:8]1[CH:30]=[CH:29][C:11]([CH2:12][S:13][CH:14]([CH2:21][S:22][CH2:23][CH2:24][CH2:25][CH2:26][CH2:27][CH3:28])[CH2:15][N:16]2[CH:20]=[CH:19][N:18]=[CH:17]2)=[CH:10][CH:9]=1.C(=O)([O-])[O-].[K+].[K+]>ClCCl>[Cl:7][C:8]1[CH:9]=[CH:10][C:11]([CH2:12][S:13][CH:14]([CH2:21][S:22][CH2:23][CH2:24][CH2:25][CH2:26][CH2:27][CH3:28])[CH2:15][N:16]2[CH:20]=[CH:19][N:18]=[CH:17]2)=[CH:29][CH:30]=1 |f:0.1,2.3.4|. Reported procedure: 1-[2'-(4"-chlorobenzylthio)-3'-(n-hexylthio)propyl]imidazole oxalate (2.3 g.) in 100 ml. of dichloromethane is shaken with excess potassium carbonate solution until the salt is completely dissolved. The organic layer is then separated, washed with water, dried over magnesium sulfate and evaporated to yield 1-[2'-(4"-chlorobenzylthio)-3'-(n-hexylthio)propyl]imidazole.